This data is from the Open Reaction Database (ORD), a public repository of structured organic reaction records. The task is: describe an organic reaction: reactants, conditions, products, and yield Reactants: C(C)OP(=O)(OCC)CC(=O)O (diethylphosphonoacetic acid), C1(=CC=CC=C1)C=CC=CC=O (5-phenyl-2,4-pentadienal), C(CCC)[Li] (Butyllithium), Cl (hydrochloric acid). Solvent: O (water), O1CCCC1 (THF), O1CCCC1 (THF), O1CCCC1 (tetrahydrofuran), O (water). Reaction conditions: temperature -65 celsius, time 30 minute. The product is C1(=CC=CC=C1)C=CC=CC=CC(=O)O (7-phenyl-2,4,6-heptatrienoic acid). Yield: 80.5%. Reaction SMILES: C([Li])CCC.C(OP([CH2:14][C:15]([OH:17])=[O:16])(OCC)=O)C.[C:18]1([CH:24]=[CH:25][CH:26]=[CH:27][CH:28]=O)[CH:23]=[CH:22][CH:21]=[CH:20][CH:19]=1.Cl>O1CCCC1.O>[C:18]1([CH:24]=[CH:25][CH:26]=[CH:27][CH:28]=[CH:14][C:15]([OH:17])=[O:16])[CH:23]=[CH:22][CH:21]=[CH:20][CH:19]=1. Procedure details: Butyllithium (12.8 mL of 2.5 N solution) was added to 65 mL of anhydrous tetrahydrofuran (THF) at −65° C. A solution of diethylphosphonoacetic acid (2.92 g) in 25 mL of anhydrous THF was added dropwise to the stirred solution at −65° C. The resulting solution was stirred at −65° C. for an additional 30 minutes and then a solution of 5-phenyl-2,4-pentadienal (2.4 g) in 15 mL of anhydrous THF was added to the reaction at −65° C. The reaction was stirred for one hour, allowed to warm to room temper... Starting materials: C[Si](C)(C)[N-][Si](C)(C)C.[K+] (potassium bis(trimethylsilyl)amide), CC(CC1(C(NCC1)=O)C(=C)C)C (3-(2-methylpropyl)-3-(propen-2-yl)-2-pyrrolidinone), BrCC(=O)OCC (ethyl bromoacetate). The solvent is C1CCOC1 (THF). Conditions: temperature 0 celsius, time 40 minute. Product: CC(CC1(C(N(CC1)CC(=O)OCC)=O)C(=C)C)C (Ethyl 3-(2-methylpropyl)-2-oxo-3-(propen-2-yl)-1-pyrrolidineacetate). Yield: 91.0%. As a reaction SMILES: C[Si]([N-][Si](C)(C)C)(C)C.[K+].[CH3:11][CH:12]([CH3:23])[CH2:13][C:14]1([C:20]([CH3:22])=[CH2:21])[CH2:18][CH2:17][NH:16][C:15]1=[O:19].Br[CH2:25][C:26]([O:28][CH2:29][CH3:30])=[O:27]>C1COCC1>[CH3:11][CH:12]([CH3:23])[CH2:13][C:14]1([C:20]([CH3:22])=[CH2:21])[CH2:18][CH2:17][N:16]([CH2:25][C:26]([O:28][CH2:29][CH3:30])=[O:27])[C:15]1=[O:19] |f:0.1|. Procedure details: A solution of potassium bis(trimethylsilyl)amide (0.5M in toluene, 16.4 mL, 8.19 mmol) is cooled to 0° C., and a solution of 3-(2-methylpropyl)-3-(propen-2-yl)-2-pyrrolidinone (1.24 g, 6.82 mmol) in THF (10 mL) is added dropwise over 2 minutes After stirring at 0° C. for 40 minutes, ethyl bromoacetate (0.91 mL, 8.2 mmol) is added. The reaction is stirred at 0° C. for 3 hours and for 1 hour at room temperature. After quenching with saturated aqueous ammonium chloride (10 mL), aqueous workup (EtOA... Reactants: O=C(O)c1cn(C2CC2)c2nc(Cl)c(F)cc2c1=O, CS(=O)(=O)NCC1CN(c2ccc(N3CCNCC3)c(F)c2)C(=O)O1. Product: CS(=O)(=O)NCC1CN(c2ccc(N3CCN(c4nc5c(cc4F)c(=O)c(C(=O)O)cn5C4CC4)CC3)c(F)c2)C(=O)O1. Reaction SMILES: [Cl:26][c:27]1[c:28]([F:44])[cH:29][c:30]2[c:31](=[O:43])[c:32]([C:40](=[O:41])[OH:42])[cH:33][n:34]([CH:37]3[CH2:38][CH2:39]3)[c:35]2[n:36]1.[F:1][c:2]1[cH:3][c:4]([N:14]2[C:15](=[O:25])[O:16][CH:17]([CH2:19][NH:20][S:21](=[O:22])(=[O:23])[CH3:24])[CH2:18]2)[cH:5][cH:6][c:7]1[N:8]1[CH2:9][CH2:10][NH:11][CH2:12][CH2:13]1>>[F:1][c:2]1[cH:3][c:4]([N:14]2[C:15](=[O:25])[O:16][CH:17]([CH2:19][NH:20][S:21](=[O:22])(=[O:23])[CH3:24])[CH2:18]2)[cH:5][cH:6][c:7]1[N:8]1[CH2:9][CH2:10][N:11]([c:27]2[c:28]([F:44])[cH:29][c:30]3[c:31](=[O:43])[c:32]([C:40](=[O:41])[OH:42])[cH:33][n:34]([CH:37]4[CH2:38][CH2:39]4)[c:35]3[n:36]2)[CH2:12][CH2:13]1. The reactants are O=C[C@H](O)[C@@H](O)[C@H](O)[C@H](O)CO (D-glucose), C(CCCCCCCCCCC)N (dodecylamine). Solvent: C(C)O (ethanol). Yields the product C1([C@H](O)[C@@H](O)[C@H](O)[C@H](O1)CO)CCCCCCCCCCCCN (N-(D-Glucopyranosyl)dodecylamine). As a reaction SMILES: O=[CH:2][C@@H:3]([C@H:5]([C@@H:7]([C@@H:9]([CH2:11][OH:12])[OH:10])[OH:8])[OH:6])[OH:4].[CH2:13]([NH2:25])[CH2:14][CH2:15][CH2:16][CH2:17][CH2:18][CH2:19][CH2:20][CH2:21][CH2:22][CH2:23][CH3:24]>C(O)C>[CH:2]1([CH2:24][CH2:23][CH2:22][CH2:21][CH2:20][CH2:19][CH2:18][CH2:17][CH2:16][CH2:15][CH2:14][CH2:13][NH2:25])[O:10][C@H:9]([CH2:11][OH:12])[C@@H:7]([OH:8])[C@H:5]([OH:6])[C@H:3]1[OH:4]. Procedure: 18 g of D-glucose are stirred in 50 ml of ethanol at 70° C., 18.5 g of dodecylamine are then added, heating is continued until the solution is clear, the mixture is left to cool to room temperature and the precipitated crystals are filtered off with suction for a further 20 hours. They are washed with ethanol and ether and dried in vacuo. Reactants: N1=CC=CC2=C1OC1=C(NC2)C=CC=C1 (6H-pyrido[2,3-b][1,5]benzoxazepine), BrC1=C(C(=O)Cl)C=CC(=C1)F (2-bromo-4-fluorobenzoyl chloride), BrC1=C(C=CC(=C1)F)C(=O)N1CC2=C(OC3=C1C=CC=C3)N=CC=C2 ((2-bromo-4-fluoro-phenyl)-(11H-5-oxa-4,10-diaza-dibenzo[a,d]cyclohepten-10-yl)-methanone), [Na] (sodium), CC1=NNC=C1 (3-methylpyrazole). Product: BrC1=C(C=CC(=C1)N1N=C(C=C1)C)C(=O)N1CC2=C(OC3=C1C=CC=C3)N=CC=C2 ([2-Bromo-4-(3-methyl-pyrazol-1-yl)-phenyl]-(11H-5-oxa-4,10-diaza-dibenzo[a,d]cyclohepten-10-yl)-methanone). As a reaction SMILES: N1C2OC3C=CC=CC=3NCC=2C=CC=1.BrC1C=C(F)C=CC=1C(Cl)=O.[Br:27][C:28]1[CH:33]=[C:32](F)[CH:31]=[CH:30][C:29]=1[C:35]([N:37]1[C:43]2[CH:44]=[CH:45][CH:46]=[CH:47][C:42]=2[O:41][C:40]2[N:48]=[CH:49][CH:50]=[CH:51][C:39]=2[CH2:38]1)=[O:36].[Na].[CH3:53][C:54]1[CH:58]=[CH:57][NH:56][N:55]=1>>[Br:27][C:28]1[CH:33]=[C:32]([N:56]2[CH:57]=[CH:58][C:54]([CH3:53])=[N:55]2)[CH:31]=[CH:30][C:29]=1[C:35]([N:37]1[C:43]2[CH:44]=[CH:45][CH:46]=[CH:47][C:42]=2[O:41][C:40]2[N:48]=[CH:49][CH:50]=[CH:51][C:39]=2[CH2:38]1)=[O:36] |^1:51|. Procedure: The title compound may be prepared in a manner analogous to that of the 2-chloro analog of Example 16, by reacting 6H-pyrido[2,3-b][1,5]benzoxazepine of Example 16, Step A, with 2-bromo-4-fluorobenzoyl chloride of Example 3, Step A. Subsequent reaction of the intermediate (2-bromo-4-fluoro-phenyl)-(11H-5-oxa-4,10-diaza-dibenzo[a,d]cyclohepten-10-yl)-methanone with the sodium salt of 3-methylpyrazole in a manner analogous to that of Example 16, Step C will provide the title compound. Yields the product N1=CC=C(C=C1)CCCNC(=O)C=1SC(=CC1)C(=O)NN (5-hydrazinocarbonylthiophene-2-carboxylic acid 3-(pyridin-4-yl)propylamide). The solvent is CO (methanol). Procedure: 80% Hydrazine monohydrate (0.17 mL, 2.8 mmol) was added to methyl 5-[3-(pyridin-4-yl)propylcarbamoyl]thiophene-2-carboxylate (0.28 g, 0.92 mmol) in methanol (10 mL), and the reaction solution was left at 50° C. for 95 hours. After addition of 80% hydrazine monohydrate (0.17 mL, 2.8 mmol), it was left at 55° C. for another 14 hours and concentrated to dryness by evaporating the solvent under reduced pressure. Methanol (2 mL) was added to the residue, and the resulting solution was put on a sonica... Isolated yield 61.0%. The reactants are O.NN (Hydrazine monohydrate), N1=CC=C(C=C1)CCCNC(=O)C1=CC=C(S1)C(=O)OC (methyl 5-[3-(pyridin-4-yl)propylcarbamoyl]thiophene-2-carboxylate), O.NN (hydrazine monohydrate). RXN SMILES: O.[NH2:2][NH2:3].[N:4]1[CH:9]=[CH:8][C:7]([CH2:10][CH2:11][CH2:12][NH:13][C:14]([C:16]2[S:20][C:19]([C:21]([O:23]C)=O)=[CH:18][CH:17]=2)=[O:15])=[CH:6][CH:5]=1>CO>[N:4]1[CH:9]=[CH:8][C:7]([CH2:10][CH2:11][CH2:12][NH:13][C:14]([C:16]2[S:20][C:19]([C:21]([NH:2][NH2:3])=[O:23])=[CH:18][CH:17]=2)=[O:15])=[CH:6][CH:5]=1 |f:0.1|. Conditions: time 95 hour. The reactants are C(C)OC=C(C(=O)OCC)C(=O)OCC (diethyl ethoxymethylenemalonate), C(C)OC(CNC(C1=CC=C(C=C1)F)=N)OCC (N-(2,2-diethoxyethyl)-4-fluorobenzamidine). Product: C(C)OC(CN1C(=NC=C(C1=O)C(=O)OCC)C1=CC=C(C=C1)F)OCC (ethyl 1-(2,2-diethoxyethyl)-2-(4-fluorophenyl)pyrimidin-6(1H)-one-5-carboxylate). As a reaction SMILES: C(O[CH:4]=[C:5]([C:11]([O:13]CC)=O)[C:6]([O:8][CH2:9][CH3:10])=[O:7])C.[CH2:16]([O:18][CH:19]([O:31][CH2:32][CH3:33])[CH2:20][NH:21][C:22](=[NH:30])[C:23]1[CH:28]=[CH:27][C:26]([F:29])=[CH:25][CH:24]=1)[CH3:17]>>[CH2:16]([O:18][CH:19]([O:31][CH2:32][CH3:33])[CH2:20][N:21]1[C:11](=[O:13])[C:5]([C:6]([O:8][CH2:9][CH3:10])=[O:7])=[CH:4][N:30]=[C:22]1[C:23]1[CH:24]=[CH:25][C:26]([F:29])=[CH:27][CH:28]=1)[CH3:17]. Procedure: This compound was prepared from diethyl ethoxymethylenemalonate and N-(2,2-diethoxyethyl)-4-fluorobenzamidine by a procedure similar to that described in Example 1.b. to obtain ethyl 1-(2,2-diethoxyethyl)-2-(4-fluorophenyl)pyrimidin-6(1H)-one-5-carboxylate as an oil; MS: m/z=379(M+1). Starting materials: N([C@H](CCCNC(NS(=O)(=O)C1=CC=C(C)C=C1)=N)C(=O)NCC(=O)OCC1=CC=CC=C1)C(=O)OC(C)(C)C (Boc—(D)—Arg(Tos)—Gly—OBn), C(=O)(C(F)(F)F)O (TFA). The solvent is C(Cl)Cl (CH2Cl2). Conditions: temperature 0 celsius, time 3 hour. Product: N[C@H](CCCNC(NS(=O)(=O)C1=CC=C(C)C=C1)=N)C(=O)NCC(=O)OCC1=CC=CC=C1 (H—(D)—Arg(Tos)—Gly—OBn). Reaction SMILES: [NH:1](C(OC(C)(C)C)=O)[C@@H:2]([C:20]([NH:22][CH2:23][C:24]([O:26][CH2:27][C:28]1[CH:33]=[CH:32][CH:31]=[CH:30][CH:29]=1)=[O:25])=[O:21])[CH2:3][CH2:4][CH2:5][NH:6][C:7](=[NH:19])[NH:8][S:9]([C:12]1[CH:18]=[CH:17][C:15]([CH3:16])=[CH:14][CH:13]=1)(=[O:11])=[O:10].C(O)(C(F)(F)F)=O>C(Cl)Cl>[NH2:1][C@@H:2]([C:20]([NH:22][CH2:23][C:24]([O:26][CH2:27][C:28]1[CH:29]=[CH:30][CH:31]=[CH:32][CH:33]=1)=[O:25])=[O:21])[CH2:3][CH2:4][CH2:5][NH:6][C:7](=[NH:19])[NH:8][S:9]([C:12]1[CH:13]=[CH:14][C:15]([CH3:16])=[CH:17][CH:18]=1)(=[O:11])=[O:10]. Procedure details: A 1 g portion of Boc—(D)—Arg(Tos)—Gly—OBn (1.74 mmol) was dissolved in 10 mL of CH2Cl2, cooled to 0° C. and treated with 10 mL of TFA. The solution was stirred at 0° C. for 3 h. Solvent and excess TFA were evaporated thoroughly to give the title compound as an oil which was used directly in Example 10. The reactants are C(#N)C1=CC(=C(C=C1)C=1C(=CSC1C1=CC=C(C=C1)OC)CCC(=O)O)C (3-(4-(4-cyano-2-methylphenyl)-5-(4-methoxyphenyl)thiophen-3-yl)propanoic acid), [OH-].[Na+] (NaOH), OO (H2O2). The solvent is CS(=O)C (DMSO). Reaction conditions: time 2 hour. Product: C(N)(=O)C1=CC(=C(C=C1)C=1C(=CSC1C1=CC=C(C=C1)OC)CCC(=O)O)C (3-(4-(4-carbamoyl-2-methylphenyl)-5-(4-methoxyphenyl)thiophen-3-yl)propanoic acid). The yield is 50.6%. RXN SMILES: [C:1]([C:3]1[CH:8]=[CH:7][C:6]([C:9]2[C:10]([CH2:22][CH2:23][C:24]([OH:26])=[O:25])=[CH:11][S:12][C:13]=2[C:14]2[CH:19]=[CH:18][C:17]([O:20][CH3:21])=[CH:16][CH:15]=2)=[C:5]([CH3:27])[CH:4]=1)#[N:2].[OH-:28].[Na+].OO>CS(C)=O>[C:1]([C:3]1[CH:8]=[CH:7][C:6]([C:9]2[C:10]([CH2:22][CH2:23][C:24]([OH:26])=[O:25])=[CH:11][S:12][C:13]=2[C:14]2[CH:15]=[CH:16][C:17]([O:20][CH3:21])=[CH:18][CH:19]=2)=[C:5]([CH3:27])[CH:4]=1)(=[O:28])[NH2:2] |f:1.2|. Procedure details: To a solution of 3-(4-(4-cyano-2-methylphenyl)-5-(4-methoxyphenyl)thiophen-3-yl)propanoic acid (30 mg, 0.08 mmol) in DMSO (5 mL) was added NaOH (6 mg, 0.16 mmol), and 30% H2O2 (9 mg, 0.08 mmol). The mixture was stirred at room temperature for 2 h, and purified by preparative HPLC to give 16 mg of the title compound, Example 14 (Scheme III, 17, X1=4-carbamoyl-2-methylphenyl, X2=4-methoxyphenyl) (yield 52%) as a white solid. 1H NMR (CD3OD 400 MHz TMS): δ7.72 (s, 2H), 7.26 (d, J=8.4 Hz, 1H), 7.14 (... Starting materials: ICCCCOC1=CC=C(C=C1)NC=C1C(NC2=CC=CC=C12)=O (3-{[4-(4-Iodo-butoxy)-phenylamino]-methylene}-1,3-dihydro-indol-2-one), N1CCCC1 (pyrrolidine). The product is N1(CCCC1)CCCCOC1=CC=C(C=C1)NC=C1C(NC2=CC=CC=C12)=O (3-{[4-(4-Pyrrolidin-1-yl-butoxy)-phenylamino]-methylene}-1,3-dihydro-indol-2-one). As a reaction SMILES: I[CH2:2][CH2:3][CH2:4][CH2:5][O:6][C:7]1[CH:12]=[CH:11][C:10]([NH:13][CH:14]=[C:15]2[C:23]3[C:18](=[CH:19][CH:20]=[CH:21][CH:22]=3)[NH:17][C:16]2=[O:24])=[CH:9][CH:8]=1.[NH:25]1[CH2:29][CH2:28][CH2:27][CH2:26]1>>[N:25]1([CH2:2][CH2:3][CH2:4][CH2:5][O:6][C:7]2[CH:12]=[CH:11][C:10]([NH:13][CH:14]=[C:15]3[C:23]4[C:18](=[CH:19][CH:20]=[CH:21][CH:22]=4)[NH:17][C:16]3=[O:24])=[CH:9][CH:8]=2)[CH2:29][CH2:28][CH2:27][CH2:26]1. Reported procedure: In a manner similar to that described in Example 207, 3-{[4-(4-Iodo-butoxy)-phenylamino]-methylene}-1,3-dihydro-indol-2-one and pyrrolidine are converted to the named compound